Dataset: the Open Reaction Database (ORD), a public repository of structured organic reaction records. Task: describe an organic reaction: reactants, conditions, products, and yield The product is NC1=NC(=C(C(=N1)C1=CC2=C(OCO2)C=C1)C#N)OCC (2-Amino-4-benzo[1,3]dioxol-5-yl-6-ethoxy-pyrimidine-5-carbonitrile). Reactants: NC1=NC(=C(C(=N1)C1=CC2=C(OCO2)C=C1)C#N)S(=O)(=O)C (2-amino-4-benzo[1,3]dioxol-5-yl-6-methanesulfonyl-pyrimidine-5-carbonitrile), C(C)O (ethanol), C1CCC2=NCCCN2CC1 (DBU), ( 32 ). RXN SMILES: [NH2:1][C:2]1[N:7]=[C:6]([C:8]2[CH:16]=[CH:15][C:11]3[O:12][CH2:13][O:14][C:10]=3[CH:9]=2)[C:5]([C:17]#[N:18])=[C:4](S(C)(=O)=O)[N:3]=1.C1CCN2C(=NCCC2)CC1.[CH2:34]([OH:36])[CH3:35]>>[NH2:1][C:2]1[N:7]=[C:6]([C:8]2[CH:16]=[CH:15][C:11]3[O:12][CH2:13][O:14][C:10]=3[CH:9]=2)[C:5]([C:17]#[N:18])=[C:4]([O:36][CH2:34][CH3:35])[N:3]=1. Procedure details: From 2-amino-4-benzo[1,3]dioxol-5-yl-6-methanesulfonyl-pyrimidine-5-carbonitrile, ethanol and DBU in DMB. EI-MS rn/e 2%) 284 (M+, 100), 214 (32). Starting materials: Cl (hydrochloric acid), C(C)OC(CC1C2=C(B(O1)O)C=C(C=C2C)OC2=NC(=CN=C2)C#N)=O ([6-(6-cyano-pyrazin-2-yloxy)-1-hydroxy-4-methyl-1,3-dihydro-benzo[c][1,2]oxaborol-3-yl)-acetic acid ethyl ester), [Li+].[OH-] (LiOH). Solvent: C1CCOC1 (THF), O (water). Reaction conditions: temperature 0 celsius, time 5 hour. Product: C(#N)C1=CN=CC(=N1)OC=1C=C(C2=C(B(OC2CC(=O)O)O)C1)C ([6-(6-cyano-pyrazin-2-yloxy)-1-hydroxy-4-methyl-1,3-dihydro-benzo[c][1,2]oxaborol-3-yl)-acetic acid), C(N)(=O)C1=CN=CC(=N1)OC=1C=C(C2=C(B(OC2CC(=O)O)O)C1)C ([6-(6-carbamoyl-pyrazin-2-yloxy)-1-hydroxy-4-methyl-1,3-dihydro-benzo[c][1,2]oxaborol-3-yl)-acetic acid). RXN SMILES: C([O:3][C:4](=[O:26])[CH2:5][CH:6]1[O:10][B:9]([OH:11])[C:8]2[CH:12]=[C:13]([O:17][C:18]3[CH:23]=[N:22][CH:21]=[C:20]([C:24]#[N:25])[N:19]=3)[CH:14]=[C:15]([CH3:16])[C:7]1=2)C.[Li+].[OH-:28].Cl>C1COCC1.O>[C:24]([C:20]1[N:19]=[C:18]([O:17][C:13]2[CH:14]=[C:15]([CH3:16])[C:7]3[CH:6]([CH2:5][C:4]([OH:26])=[O:3])[O:10][B:9]([OH:11])[C:8]=3[CH:12]=2)[CH:23]=[N:22][CH:21]=1)#[N:25].[C:24]([C:20]1[N:19]=[C:18]([O:17][C:13]2[CH:14]=[C:15]([CH3:16])[C:7]3[CH:6]([CH2:5][C:4]([OH:3])=[O:26])[O:10][B:9]([OH:11])[C:8]=3[CH:12]=2)[CH:23]=[N:22][CH:21]=1)(=[O:28])[NH2:25] |f:1.2|. Procedure: To a solution [6-(6-cyano-pyrazin-2-yloxy)-1-hydroxy-4-methyl-1,3-dihydro-benzo[c][1,2]oxaborol-3-yl)-acetic acid ethyl ester (0.2 g, 0.556 mmol) in THF (3 mL) was added a solution of LiOH (0.041 g, 1.69 mmol) in water (3 mL) at 0° C. The resulting mixture was stirred at 0° C. for 5 hours, acidified to pH 2 using 6M hydrochloric acid and extracted with EtOAc. The organic extracts were washed with water, brine, dried over Na2SO4, and concentrated in vacuo. The residue was purified by preparative ... The reactants are C(=O)(OCC1=CC=CC=C1)NC(C)C(=O)O (carbobenzyloxy-D,L-alanine), NN1C=CC=C1 (N-aminopyrrole), C1CCC(CC1)N=C=NC2CCCCC2 (DCC). The solvent is C(Cl)Cl (DCM). Run at time 20 hour. Yields the product C1(=CC=CC=C1)COC(NC(C(NN1C=CC=C1)=O)C)=O ((±)-Phenylmethyl-[1-methyl-2-oxo-2-(1H-pyrrol-1-ylamino)ethyl]carbamate). The yield is 66.0%. RXN SMILES: [C:1]([NH:11][CH:12]([C:14]([OH:16])=O)[CH3:13])([O:3][CH2:4][C:5]1[CH:10]=[CH:9][CH:8]=[CH:7][CH:6]=1)=[O:2].[NH2:17][N:18]1[CH:22]=[CH:21][CH:20]=[CH:19]1.C1CCC(N=C=NC2CCCCC2)CC1>C(Cl)Cl>[C:5]1([CH2:4][O:3][C:1](=[O:2])[NH:11][CH:12]([CH3:13])[C:14](=[O:16])[NH:17][N:18]2[CH:22]=[CH:21][CH:20]=[CH:19]2)[CH:6]=[CH:7][CH:8]=[CH:9][CH:10]=1. Procedure: To a stirred solution consisting of carbobenzyloxy-D,L-alanine (10.0 g) and N-aminopyrrole (3.68 g) in dry DCM (224 ml) was added DCC (9.71 g) at room temperature under nitrogen. After stirring for 20 hours, the reaction mixture was filtered through a pad of celite and the solid DCU was washed with DCM. Concentration of the filtrate gave the crude product. Purification via flash column chromatography (silica gel, 30% ethyl acetate/hexane) afforded 8.50 g of the product as a solid, m.p. 153°-155°... Reactants: N-Aryl-benzenesulfonamides, NC1=C(C=C(C=C1)Br)C(=O)C1=CC=NC=C1 ((2-amino-5-bromo-phenyl)-pyridin-4-yl-methanone), COC1=CC=C(C=C1)S(=O)(=O)Cl (4-methoxy-benzenesulfonyl chloride). The product is BrC1=CC(=C(C=C1)NS(=O)(=O)C1=CC=C(C=C1)OC)C(=O)C1=CC=NC=C1 (N-[4-Bromo-2-(pyridine-4-carbonyl)-phenyl]4-methoxy-benzenesulfonamide). As a reaction SMILES: [NH2:1][C:2]1[CH:7]=[CH:6][C:5]([Br:8])=[CH:4][C:3]=1[C:9]([C:11]1[CH:16]=[CH:15][N:14]=[CH:13][CH:12]=1)=[O:10].[CH3:17][O:18][C:19]1[CH:24]=[CH:23][C:22]([S:25](Cl)(=[O:27])=[O:26])=[CH:21][CH:20]=1>>[Br:8][C:5]1[CH:6]=[CH:7][C:2]([NH:1][S:25]([C:22]2[CH:21]=[CH:20][C:19]([O:18][CH3:17])=[CH:24][CH:23]=2)(=[O:27])=[O:26])=[C:3]([C:9]([C:11]2[CH:16]=[CH:15][N:14]=[CH:13][CH:12]=2)=[O:10])[CH:4]=1. Procedure: The title compound was prepared according to the general procedure for the synthesis of N-Aryl-benzenesulfonamides previously described using 138 mg of (2-amino-5-bromo-phenyl)-pyridin-4-yl-methanone and 101 mg of 4-methoxy-benzenesulfonyl chloride. 1H-NMR (400 MHz, CDCl3): δ 3.69 (s, 3H), 6.68 (d, 2H, J=8.8 Hz), 7.36-7.47 (m, 4H), 7.46, 7.55-7.69 (m, 5H), 9.65 (s, 1H). MS: m/z 448.3 (M++1). Starting materials: B, COC(=O)c1cc(F)c(Br)cc1O, C1CCOC1, C1CCOC1. The product is OCc1cc(F)c(Br)cc1O. RXN SMILES: [BH3:19].[Br:1][c:2]1[cH:3][c:4]([OH:13])[c:5]([C:6](=[O:7])[O:8][CH3:9])[cH:10][c:11]1[F:12].[CH2:20]1[O:21][CH2:22][CH2:23][CH2:24]1.[O:14]1[CH2:15][CH2:16][CH2:17][CH2:18]1>>[Br:1][c:2]1[cH:3][c:4]([OH:13])[c:5]([CH2:6][OH:7])[cH:10][c:11]1[F:12]. Reported procedure: A stirred mixture of 4-chloro-3-cyanobenzyl bromide (3.0 g, 13 mmol) and sodium azide (1.26 g, 19.4 mmol) was refluxed 5 hours in absolute ethanol (30 mL). The mixture was kept 18 hours at ambient temperature, filtered, and the filtrate was evaporated under vacuum. The residue was triturated with diethyl ether, filtered, and evaporated to provide 2.45 g (98%) liquid 4-chloro-3-cyanobenzyl azide; I.R. (neat): 2240, 2100 cm1. Product: ClC1=C(C=C(CN=[N+]=[N-])C=C1)C#N (4-Chloro-3-cyanobenzyl azide). The solvent is C(C)O (ethanol). The reactants are ClC1=C(C=C(CBr)C=C1)C#N (4-chloro-3-cyanobenzyl bromide), [N-]=[N+]=[N-].[Na+] (sodium azide). RXN SMILES: [Cl:1][C:2]1[CH:9]=[CH:8][C:5]([CH2:6]Br)=[CH:4][C:3]=1[C:10]#[N:11].[N-:12]=[N+:13]=[N-:14].[Na+]>C(O)C>[Cl:1][C:2]1[CH:9]=[CH:8][C:5]([CH2:6][N:12]=[N+:13]=[N-:14])=[CH:4][C:3]=1[C:10]#[N:11] |f:1.2|. Reaction conditions: time 18 hour. Isolated yield 97.8%. The reactants are ( FKMT2 ), CC1CC(C2C(CC(C(O2)(C(=O)C(=O)N3CCCCC3C(=O)OC(C(C(CC(=O)C(/C=C(/C1)\C)CC=C)O)C)/C(=C/C4CCC(C(C4)O)O)/C)O)C)OC)OC (31-O-desmethylFK-506), CS(=O)C (DMSO). Run at time 66 hour. Yields the product C[C@@H]1C[C@@H]([C@@H]2[C@H](C[C@H]([C@@](O2)(C(=O)C(=O)N3CCCC[C@H]3C(=O)O[C@@H]([C@@H]([C@H](CC(=O)[C@@H](/C=C(/C1)\C)CC=C)O)C)/C(=C/[C@@H]4CC[C@H]([C@@H](C4)OC)O)/C)O)C)OC)OC (FK-506). RXN SMILES: [CH3:1][CH:2]1[CH2:33][C:32]([CH3:34])=[CH:31][CH:30]([CH2:35][CH:36]=[CH2:37])[C:28](=[O:29])[CH2:27][CH:26]([OH:38])[CH:25]([CH3:39])[CH:24](/[C:40](/[CH3:50])=[CH:41]/[CH:42]2[CH2:47][CH:46]([OH:48])[CH:45]([OH:49])[CH2:44][CH2:43]2)[O:23][C:21](=[O:22])[CH:20]2[N:15]([CH2:16][CH2:17][CH2:18][CH2:19]2)[C:13](=[O:14])[C:11](=[O:12])[C:9]2([OH:51])[O:10][CH:5]([CH:6]([O:53][CH3:54])[CH2:7][CH:8]2[CH3:52])[CH:4]([O:55][CH3:56])[CH2:3]1.[CH3:57]S(C)=O>>[CH3:1][C@H:2]1[CH2:33][C:32]([CH3:34])=[CH:31][C@@H:30]([CH2:35][CH:36]=[CH2:37])[C:28](=[O:29])[CH2:27][C@H:26]([OH:38])[C@@H:25]([CH3:39])[C@@H:24](/[C:40](/[CH3:50])=[CH:41]/[C@H:42]2[CH2:47][C@@H:46]([O:48][CH3:57])[C@H:45]([OH:49])[CH2:44][CH2:43]2)[O:23][C:21](=[O:22])[C@H:20]2[N:15]([CH2:16][CH2:17][CH2:18][CH2:19]2)[C:13](=[O:14])[C:11](=[O:12])[C@:9]2([OH:51])[O:10][C@@H:5]([C@@H:6]([O:53][CH3:54])[CH2:7][C@H:8]2[CH3:52])[C@@H:4]([O:55][CH3:56])[CH2:3]1. Procedure: The gene (FKMT2) encoding 3 1-O-desmethylFK-506 O:methyltransferase was introduced into TK21, a strain of Streptomyces lividaris, as described above. The resulting transformant was isolated and was grown in the seed and bioconversion media. One hundred milligrams of 31-O-desmethylFK-506 was then dissolved in 50 μl DMSO and the solution was added to the 500 ml bioconversion culture at the time of the transfer of the seed culture. At different time intervals, an aliquot of the bioconversion cultur...